Dataset: the Open Reaction Database (ORD), a public repository of structured organic reaction records. Task: describe an organic reaction: reactants, conditions, products, and yield Reactants: [BH4-].[Na+] (sodium borohydride), Cl (hydrochloric acid), [Cl-].[Ca+2].[Cl-] (calcium chloride), ClC1=C(C=CC(=C1)Cl)C(C(=CC1(CC=CCC1)C)N1C=NC=C1)=O (1-(2,4-dichlorophenyl)-2-(imidazol-1-yl)-3-(methylcyclohex-3-en-1-yl)-2-propen-1-one). Run in CO (methanol), CC(=O)C.O (acetone water). Reaction conditions: temperature -20 celsius. The product is ClC1=C(C=CC(=C1)Cl)C(C(=CC1(CC=CCC1)C)N1C=NC=C1)O (1-(2,4-dichlorophenyl)-2-(imidazol-1-yl)-3-(methyl-cyclohex-3-en-1-yl)-2-propen-1-ol). Isolated yield 85.9%. As a reaction SMILES: [Cl-].[Ca+2].[Cl-].[Cl:4][C:5]1[CH:10]=[C:9]([Cl:11])[CH:8]=[CH:7][C:6]=1[C:12](=[O:27])[C:13]([N:22]1[CH:26]=[CH:25][N:24]=[CH:23]1)=[CH:14][C:15]1([CH3:21])[CH2:20][CH2:19][CH:18]=[CH:17][CH2:16]1.[BH4-].[Na+].Cl>CO.CC(C)=O.O>[Cl:4][C:5]1[CH:10]=[C:9]([Cl:11])[CH:8]=[CH:7][C:6]=1[CH:12]([OH:27])[C:13]([N:22]1[CH:26]=[CH:25][N:24]=[CH:23]1)=[CH:14][C:15]1([CH3:21])[CH2:20][CH2:19][CH:18]=[CH:17][CH2:16]1 |f:0.1.2,4.5,8.9|. Reported procedure: 3.05 g (0.025 mole) of calcium chloride were added to 18.1 g (0.05 mole) of 1-(2,4-dichlorophenyl)-2-(imidazol-1-yl)-3-(methylcyclohex-3-en-1-yl)-2-propen-1-one in 100 ml of methanol, and the mixture was cooled to -20° C. 1.9 g (0.05 mole) of sodium borohydride were added in portions, and, when the addition had ended, the mixture was warmed to -10° C. Thereafter, an acetone/water mixture was added dropwise and the reaction mixture was allowed to warm to room temperature. It was adjusted to a pH ... Starting materials: [Na] (sodium), CCOCC (ether), [O-]CC.[Na+] (sodium ethoxide), C(C)(=O)C1=C(OCC(COC2=C(C=CC(=C2)C)C)O)C=CC=C1O (1-(2-acetyl-3-hydroxyphenoxy)-2-hydroxy-3-(2,5-dimethylphenoxy) propane), resultant solution. Reagents/catalysts: Cl (hydrochloric acid). Solvent: C(C)O (ethanol), C(C(=O)OCC)(=O)OCC (diethyl oxalate), C(C)O (ethanol). Yields the product C(=O)(OCC)C=1OC2=CC=CC(=C2C(C1)=O)OCC(COC1=C(C=CC(=C1)C)C)O (1-(2-carbethoxychromon-5-yloxy)-2-hydroxy-3-(2,5-dimethylphenoxy) propane). As a reaction SMILES: [O-:1][CH2:2][CH3:3].[Na+].[Na].[C:6]([C:9]1[C:28]([OH:29])=[CH:27][CH:26]=[CH:25][C:10]=1[O:11][CH2:12][CH:13]([OH:24])[CH2:14][O:15][C:16]1[CH:21]=[C:20]([CH3:22])[CH:19]=[CH:18][C:17]=1[CH3:23])(=[O:8])[CH3:7].[CH3:30][CH2:31][O:32]CC>C(OCC)(=O)C(OCC)=O.C(O)C.Cl>[C:2]([C:3]1[O:29][C:28]2[C:9]([C:6](=[O:8])[CH:7]=1)=[C:10]([O:11][CH2:12][CH:13]([OH:24])[CH2:14][O:15][C:16]1[CH:21]=[C:20]([CH3:22])[CH:19]=[CH:18][C:17]=1[CH3:23])[CH:25]=[CH:26][CH:27]=2)([O:32][CH2:31][CH3:30])=[O:1] |f:0.1,^1:4|. Reported procedure: To a suspension of sodium ethoxide, prepared from sodium (3.0 g) and ethanol (30 ml), in dry ether (200 ml), was added a solution of 1-(2-acetyl-3-hydroxyphenoxy)-2-hydroxy-3-(2,5-dimethylphenoxy) propane (13.2 g) in diethyl oxalate (15 ml). The resultant solution was heated under reflux for 2 hours, and then poured onto ice (100 g). After acidification with a solution of acetic acid (12 ml) in water (80 ml), the ether layer was separated, and the aqueous layer extracted with ether (3 × 25 ml). ... Reactants: N[C@@H](CO)C1=CC(=CC=C1)F ((R)-2-amino-2-(3-fluoro-phenyl)-ethanol), ClCC(=O)OCC (ethyl chloroacetate), [H-].[Na+] (NaH). Run in C1CCOC1 (THF), C1CCOC1 (THF), C1CCOC1 (THF). Reaction conditions: time 30 minute. The product is FC=1C=C(C=CC1)[C@@H]1COCC(N1)=O ((R)-5-(3-fluoro-phenyl)-morpholin-3-one). The yield is 33.6%. Reaction SMILES: [H-].[Na+].[NH2:3][C@H:4]([C:7]1[CH:12]=[CH:11][CH:10]=[C:9]([F:13])[CH:8]=1)[CH2:5][OH:6].Cl[CH2:15][C:16](OCC)=[O:17]>C1COCC1>[F:13][C:9]1[CH:8]=[C:7]([C@H:4]2[NH:3][C:16](=[O:17])[CH2:15][O:6][CH2:5]2)[CH:12]=[CH:11][CH:10]=1 |f:0.1|. Procedure details: To a stirring mixture of NaH (900 mg, 37.5 mmol) in THF (25 mL) at room temperature under N2 atmosphere was added dropwise a solution of (R)-2-amino-2-(3-fluoro-phenyl)-ethanol (4.0 g, 26.4 mmol) in THF (25 mL). The reaction mixture was stirred at room temperature for 30 minutes, then cooled to 0° C. A solution of ethyl chloroacetate (3.31 g g, 27 mmol) in THF (10 mL) was added dropwise, and the reaction mixture was stirred for 25 minutes at 0° C., then stirred at room temperature for two hours.... Reactants: O=C([O-])[O-], CCOC(C)=O, CC(C)O, Cl, [Cu]I, O=C1Cc2ccc(I)cc2N1, [K+], [K+], O, OCCO, O=C(O)c1ccccc1S. The product is O=C1Cc2ccc(Sc3ccccc3C(=O)O)cc2N1. Reaction SMILES: [C:1](=[O:2])([O-:3])[O-:4].[CH3:33][CH2:34][O:35][C:36]([CH3:37])=[O:38].[CH3:42][CH:43]([OH:44])[CH3:45].[ClH:32].[Cu:40][I:41].[I:7][c:8]1[cH:9][cH:10][c:11]2[c:15]([cH:16]1)[NH:14][C:13](=[O:17])[CH2:12]2.[K+:5].[K+:6].[OH2:39].[OH:28][CH2:29][CH2:30][OH:31].[SH:18][c:19]1[c:20]([C:21](=[O:22])[OH:23])[cH:24][cH:25][cH:26][cH:27]1>>[c:8]1([S:18][c:19]2[c:20]([C:21](=[O:22])[OH:23])[cH:24][cH:25][cH:26][cH:27]2)[cH:9][cH:10][c:11]2[c:15]([cH:16]1)[NH:14][C:13](=[O:17])[CH2:12]2. Starting materials: C(CC)N (n-propylamine), N(=C=S)C=1SC=CC1C(=O)OC (methyl 2-isothiocyanatothiophene-3-carboxylate). Run in O1CCCC1 (tetrahydrofurane). Run at time 4 hour. Product: C(CC)NC(NC=1SC=CC1C(=O)OC)=S (methyl 2-(3-propylthioureido)-thiophene-3-carboxylate). Isolated yield 597.2%. As a reaction SMILES: [CH2:1]([NH2:4])[CH2:2][CH3:3].[N:5]([C:8]1[S:9][CH:10]=[CH:11][C:12]=1[C:13]([O:15][CH3:16])=[O:14])=[C:6]=[S:7]>O1CCCC1>[CH2:1]([NH:4][C:6](=[S:7])[NH:5][C:8]1[S:9][CH:10]=[CH:11][C:12]=1[C:13]([O:15][CH3:16])=[O:14])[CH2:2][CH3:3]. Procedure: In a sulfonation flask, 13.5 g (0.023 mol) of n-propylamine are added dropwise to 350 ml of tetrahydrofurane and 41.3 g (0.021 mol) of methyl 2-isothiocyanatothiophene-3-carboxylate, such that the internal temperature does not arise above 40° C. The reaction mixture is then stirred for 4 hours at reflux temperature and then the tetrahydrofurane is removed in a water-jet vacuum. The residue is taken up in ethyl acetate and extracted three times with water. The organic phase is then dried over sod...